From a dataset of the Open Reaction Database (ORD), a public repository of structured organic reaction records. describe an organic reaction: reactants, conditions, products, and yield The reactants are C(C)(C)(C)OC(=O)C1CC2=C(CN1C)SC(=N2)C(=O)N2C(CN(CC2)S(=O)(=O)C=2NC1=CC=C(C=C1C2)Cl)C(NC)=O (1-[[6-(tert-butoxycarbonyl)-5-methyl-4,5,6,7-tetrahydrothiazolo[5,4-c]pyridin-2-yl]carbonyl]-4-[(5-chloroindol-2-yl)sulfonyl]-2-(N-methylcarbamoyl)piperazine), C(C)OCC (Diethyl ether). Run in Cl (hydrochloride), C(C)O (ethanol). Reaction conditions: time 1 hour. Yields the product Cl.ClC=1C=C2C=C(NC2=CC1)S(=O)(=O)N1CC(N(CC1)C(=O)C=1SC=2CN(C(CC2N1)C)C)C(NC)=O (4-[(5-Chloroindol-2-yl)sulfonyl]-1-[(5,6-dimethyl-4,5,6,7-tetrahydrothiazolo[5,4-c]pyridin-2-yl)carbonyl]-2-(N-methylcarbamoyl)piperazine hydrochloride). RXN SMILES: C(O[C:6]([CH:8]1[N:13]([CH3:14])[CH2:12][C:11]2[S:15][C:16]([C:18]([N:20]3[CH2:25][CH2:24][N:23]([S:26]([C:29]4[NH:30][C:31]5[C:36]([CH:37]=4)=[CH:35][C:34]([Cl:38])=[CH:33][CH:32]=5)(=[O:28])=[O:27])[CH2:22][CH:21]3[C:39](=[O:42])[NH:40][CH3:41])=[O:19])=[N:17][C:10]=2[CH2:9]1)=O)(C)(C)C.C(OCC)C>Cl.C(O)C>[ClH:38].[Cl:38][C:34]1[CH:35]=[C:36]2[C:31](=[CH:32][CH:33]=1)[NH:30][C:29]([S:26]([N:23]1[CH2:24][CH2:25][N:20]([C:18]([C:16]3[S:15][C:11]4[CH2:12][N:13]([CH3:14])[CH:8]([CH3:6])[CH2:9][C:10]=4[N:17]=3)=[O:19])[CH:21]([C:39](=[O:42])[NH:40][CH3:41])[CH2:22]1)(=[O:28])=[O:27])=[CH:37]2 |f:4.5|. Procedure details: In a saturated solution of hydrochloride in ethanol (2 ml) was dissolved 1-[[6-(tert-butoxycarbonyl)-5-methyl-4,5,6,7-tetrahydrothiazolo[5,4-c]pyridin-2-yl]carbonyl]-4-[(5-chloroindol-2-yl)sulfonyl]-2-(N-methylcarbamoyl)piperazine (40 mg), followed by stirring at room temperature for 1 hour. Diethyl ether was added to the reaction mixture. The precipitate so formed was collected by filtration and washed with diethyl ether. Methylene chloride (7 ml) and triethylamine (81 μl) were added, followed ... Reactants: CC(CO)(C(C)=O)C (2,2-dimethyl-1-hydroxy-butan-3-one), [OH-].[Na+] (sodium hydroxide), S(=O)(=O)(OC)OC (dimethyl sulphate). Run in O (water). Run at temperature 40 celsius, time 15 hour. Yields the product CC(COC)(C(C)=O)C (2,2-dimethyl-1-methoxy-butan-3-one). Reaction SMILES: [OH-].[Na+].[CH3:3][C:4]([CH3:10])([C:7](=[O:9])[CH3:8])[CH2:5][OH:6].S(OC)(O[CH3:15])(=O)=O>O>[CH3:3][C:4]([CH3:10])([C:7](=[O:9])[CH3:8])[CH2:5][O:6][CH3:15] |f:0.1|. Procedure: 80 g (2 moles) of sodium hydroxide, dissolved in 100 ml of water, were added dropwise to 174 g (1.5 moles) of 2,2-dimethyl-1-hydroxy-butan-3-one (for the preparation, see Example 2a) and 150 ml (2 moles) of dimethyl sulphate at 40° C. (exothermic, slight cooling). After the addition, the mixture was subsequently stirred at 40° C. for 15 hours and the 2,2-dimethyl-1-methoxy-butan-3-one formed was distilled by means of steam. The aqueous phase was saturated with sodium chloride and the oily consti... The reactants are C1COCCO1, Clc1nccc2nc(-c3ccc(C4OCCO4)cc3)c(-c3ccccc3)cc12. The product is O=Cc1ccc(-c2nc3ccnc(Cl)c3cc2-c2ccccc2)cc1. Reaction SMILES: [CH2:29]1[O:30][CH2:31][CH2:32][O:33][CH2:34]1.[Cl:1][c:2]1[c:3]2[cH:4][c:5](-[c:23]3[cH:24][cH:25][cH:26][cH:27][cH:28]3)[c:6](-[c:12]3[cH:13][cH:14][c:15]([CH:18]4[O:19][CH2:22][CH2:21][O:20]4)[cH:16][cH:17]3)[n:7][c:8]2[cH:9][cH:10][n:11]1>>[Cl:1][c:2]1[c:3]2[cH:4][c:5](-[c:23]3[cH:24][cH:25][cH:26][cH:27][cH:28]3)[c:6](-[c:12]3[cH:13][cH:14][c:15]([CH:18]=[O:19])[cH:16][cH:17]3)[n:7][c:8]2[cH:9][cH:10][n:11]1. Starting materials: O=[N+]([O-])c1cccc(CBr)c1, CCO, Cl, [Fe]. The product is Nc1cccc(CBr)c1. RXN SMILES: [Br:1][CH2:2][c:3]1[cH:4][c:5]([N+:9]([O-:10])=[O:11])[cH:6][cH:7][cH:8]1.[CH3:13][CH2:14][OH:15].[ClH:12].[Fe:16]>>[Br:1][CH2:2][c:3]1[cH:4][c:5]([NH2:9])[cH:6][cH:7][cH:8]1. The reactants are CCOC(C)=O, N#Cc1cc(S(=O)(=O)Cl)ccc1F, [Na+], O=C([O-])O, CC(C)CNCC(O)C(Cc1ccccc1)NC(=O)OC1COC2OCCC12. The product is CC(C)CN(CC(O)C(Cc1ccccc1)NC(=O)OC1COC2OCCC12)S(=O)(=O)c1ccc(F)c(C#N)c1. Reaction SMILES: [CH3:47][CH2:48][O:49][C:50](=[O:51])[CH3:52].[F:29][c:30]1[c:31]([C:40]#[N:41])[cH:32][c:33]([S:36](=[O:37])(=[O:38])[Cl:39])[cH:34][cH:35]1.[Na+:46].[O-:42][C:43]([OH:44])=[O:45].[O:1]1[CH2:2][CH:3]([O:9][C:10]([NH:11][CH:12]([CH:13]([CH2:14][NH:15][CH2:16][CH:17]([CH3:18])[CH3:19])[OH:20])[CH2:21][c:22]2[cH:23][cH:24][cH:25][cH:26][cH:27]2)=[O:28])[CH:4]2[CH:5]1[O:6][CH2:7][CH2:8]2>>[O:1]1[CH2:2][CH:3]([O:9][C:10]([NH:11][CH:12]([CH:13]([CH2:14][N:15]([CH2:16][CH:17]([CH3:18])[CH3:19])[S:36]([c:33]2[cH:32][c:31]([C:40]#[N:41])[c:30]([F:29])[cH:35][cH:34]2)(=[O:37])=[O:38])[OH:20])[CH2:21][c:22]2[cH:23][cH:24][cH:25][cH:26][cH:27]2)=[O:28])[CH:4]2[CH:5]1[O:6][CH2:7][CH2:8]2. Reactants: CN(C)C=O, CNC(=O)CCl, OC(c1ccc(F)cc1)(c1ccc(F)cc1)C1CCNCC1, [I-], [K+], [Na+], [Na+], O=C([O-])[O-], O. Product: CNC(=O)CN1CCC(C(O)(c2ccc(F)cc2)c2ccc(F)cc2)CC1. As a reaction SMILES: [CH3:37][N:38]([CH3:39])[CH:40]=[O:41].[Cl:23][CH2:24][C:25](=[O:26])[NH:27][CH3:28].[F:1][c:2]1[cH:3][cH:4][c:5]([C:8]([OH:9])([CH:10]2[CH2:11][CH2:12][NH:13][CH2:14][CH2:15]2)[c:16]2[cH:17][cH:18][c:19]([F:22])[cH:20][cH:21]2)[cH:6][cH:7]1.[I-:36].[K+:35].[Na+:29].[Na+:30].[O-:31][C:32](=[O:33])[O-:34].[OH2:42]>>[F:1][c:2]1[cH:3][cH:4][c:5]([C:8]([OH:9])([CH:10]2[CH2:11][CH2:12][N:13]([CH2:24][C:25](=[O:26])[NH:27][CH3:28])[CH2:14][CH2:15]2)[c:16]2[cH:17][cH:18][c:19]([F:22])[cH:20][cH:21]2)[cH:6][cH:7]1. The reactants are C1=CCNCC1, O=C=Nc1ccc([N+](=O)[O-])cc1, CN(C)C=O. The product is O=C(Nc1ccc([N+](=O)[O-])cc1)N1CC=CCC1. As a reaction SMILES: [CH2:13]1[CH2:14][CH:15]=[CH:16][CH2:17][NH:18]1.[N+:1](=[O:2])([O-:3])[c:4]1[cH:5][cH:6][c:7]([N:10]=[C:11]=[O:12])[cH:8][cH:9]1.[O:19]=[CH:20][N:21]([CH3:22])[CH3:23]>>[N+:1](=[O:2])([O-:3])[c:4]1[cH:5][cH:6][c:7]([NH:10][C:11](=[O:12])[N:18]2[CH2:13][CH2:14][CH:15]=[CH:16][CH2:17]2)[cH:8][cH:9]1. Starting materials: Cl.Cl.Cl.N1CCC(CC1)N1CC(C1)(N1C=C(C=C1)C=1C2=C(N=CN1)N(C=C2)COCC[Si](C)(C)C)CC#N ({1-piperidin-4-yl-3-[3-(7-{[2-(trimethylsilyl)ethoxy]methyl}-7H-pyrrolo[2,3-d]pyrimidin-4-yl)-1H-pyrrol-1-yl]azetidin-3-yl}acetonitrile trihydrochloride), FC(C=1N=CC(=NC1)C(=O)O)(F)F (5-trifluoromethylpyrazin-2-ylcarboxylic acid). Product: N1=CN=C(C2=C1NC=C2)C2=CN(C=C2)C2(CN(C2)C2CCN(CC2)C(=O)C2=NC=C(N=C2)C(F)(F)F)CC#N ([3-[3-(7H-Pyrrolo[2,3-d]pyrimidin-4-yl)-1H-pyrrol-1-yl]-1-(1-{[5-(trifluoromethyl)pyrazin-2-yl]carbonyl}piperidin-4-yl)azetidin-3-yl]acetonitrile). As a reaction SMILES: Cl.Cl.Cl.[NH:4]1[CH2:9][CH2:8][CH:7]([N:10]2[CH2:13][C:12]([CH2:36][C:37]#[N:38])([N:14]3[CH:18]=[CH:17][C:16]([C:19]4[C:20]5[CH:27]=[CH:26][N:25](COCC[Si](C)(C)C)[C:21]=5[N:22]=[CH:23][N:24]=4)=[CH:15]3)[CH2:11]2)[CH2:6][CH2:5]1.[F:39][C:40]([F:51])([F:50])[C:41]1[N:42]=[CH:43][C:44]([C:47](O)=[O:48])=[N:45][CH:46]=1>>[N:22]1[C:21]2[NH:25][CH:26]=[CH:27][C:20]=2[C:19]([C:16]2[CH:17]=[CH:18][N:14]([C:12]3([CH2:36][C:37]#[N:38])[CH2:11][N:10]([CH:7]4[CH2:8][CH2:9][N:4]([C:47]([C:44]5[CH:43]=[N:42][C:41]([C:40]([F:50])([F:39])[F:51])=[CH:46][N:45]=5)=[O:48])[CH2:5][CH2:6]4)[CH2:13]3)[CH:15]=2)=[N:24][CH:23]=1 |f:0.1.2.3|. Reported procedure: Reaction of {1-piperidin-4-yl-3-[3-(7-{[2-(trimethylsilyl)ethoxy]methyl}-7H-pyrrolo[2,3-d]pyrimidin-4-yl)-1H-pyrrol-1-yl]azetidin-3-yl}acetonitrile trihydrochloride with 5-trifluoromethylpyrazin-2-ylcarboxylic acid following the procedure described for Example 261, followed by purification with HPLC (method B) provided the title compound. LC-MS: 536.1 (M+H)+. 1H NMR (300 MHz, DMSO-d6): δ 11.99 (brs, 1H), 9.23 (s, 1H), 9.07 (s, 1H), 8.62 (s, 1H), 7.84 (s, 1H), 7.55 (d, 1H), 7.11 (s, 1H), 6.98 (d,... Reaction SMILES: C1(CCC(O)C[N:11]2C=CC=[N:12]2)C=CC=CC=1.Cl[CH2:18][CH:19](O)[CH2:20][CH2:21][C:22]1C=CC=CC=1.Cl[CH2:30][CH:31]([OH:39])[CH2:32][C:33]1[CH:38]=[CH:37][CH:36]=[CH:35][CH:34]=1>>[C:33]1([CH2:32][CH:31]([OH:39])[CH2:30][N:11]2[C:19]([CH3:18])=[CH:20][C:21]([CH3:22])=[N:12]2)[CH:38]=[CH:37][CH:36]=[CH:35][CH:34]=1. The reactants are C1(=CC=CC=C1)CCC(CN1N=CC=C1)O (4-Phenyl-1-pyrazol-1-yl-butan-2-ol), ClCC(CC1=CC=CC=C1)O (1-chloro-3-phenylpropan-2-ol), C1(=CC=CC=C1)CCC(CN1N=CC=C1)O (4-Phenyl-1-pyrazol-1-yl-butan-2-ol), ClCC(CCC1=CC=CC=C1)O (1-chloro-4-phenylbutan-2-ol). Procedure details: (Phdmpzp)H 4-Phenyl-1-pyrazol-1-yl-butan-2-ol [(Phdmpzb)H] (formula 17). This compound was prepared as described above except 1-chloro-4-phenylbutan-2-ol was utilized in place of 1-chloro-3-phenylpropan-2-ol. Product: C1(=CC=CC=C1)CC(CN1N=C(C=C1C)C)O (1-Phenyl-3-(3,5-dimethyl-pyrazol-1-yl)-propan-2-ol).